Dataset: the Open Reaction Database (ORD), a public repository of structured organic reaction records. Task: describe an organic reaction: reactants, conditions, products, and yield Starting materials: N(=[N+]=[N-])C1=C(C=C(C=C1)C=1C=C(C(=O)OC)C=CN1)C#N (methyl 2-(4-azido-3-cyanophenyl)isonicotinate), C(#C)C1=CC=CC=C1 (ethynylbenzene), sodium L(+)-ascorbate, CC(C)O (2-propanol). The reagents and catalysts are S(=O)(=O)([O-])[O-].[Cu+2] (copper sulfate). Run in O (water), O (water). Conditions: time 8 hour. The product is C(#N)C=1C=C(C=CC1N1N=NC(=C1)C1=CC=CC=C1)C=1C=C(C(=O)OC)C=CN1 (methyl 2-[3-cyano-4-(4-phenyl-1H-1,2,3-triazol-1-yl)phenyl]isonicotinate). As a reaction SMILES: [N:1]([C:4]1[CH:9]=[CH:8][C:7]([C:10]2[CH:11]=[C:12]([CH:17]=[CH:18][N:19]=2)[C:13]([O:15][CH3:16])=[O:14])=[CH:6][C:5]=1[C:20]#[N:21])=[N+:2]=[N-:3].[C:22]([C:24]1[CH:29]=[CH:28][CH:27]=[CH:26][CH:25]=1)#[CH:23].CC(O)C>O.S([O-])([O-])(=O)=O.[Cu+2]>[C:20]([C:5]1[CH:6]=[C:7]([C:10]2[CH:11]=[C:12]([CH:17]=[CH:18][N:19]=2)[C:13]([O:15][CH3:16])=[O:14])[CH:8]=[CH:9][C:4]=1[N:1]1[CH:23]=[C:22]([C:24]2[CH:29]=[CH:28][CH:27]=[CH:26][CH:25]=2)[N:3]=[N:2]1)#[N:21] |f:4.5|. Procedure details: 200 mg of methyl 2-(4-azido-3-cyanophenyl)isonicotinate, 54 μl of ethynylbenzene, 72 μl of aqueous 1 M sodium L(+)-ascorbate solution and 2 mg of copper sulfate were added to a mixture of 1.4 ml of water and 1.4 ml of 2-propanol, followed by vigorous stirring overnight at room temperature. The reaction mixture was diluted with 5 ml of water, the precipitate formed was collected by filtration, washed with iced cool water, and dried under reduced pressure to obtain 12 mg of methyl 2-[3-cyano-4-(4-... Yields the product COC(=O)c1cc(OCC2CC2)cc(N2CCCC2=O)c1. Reaction SMILES: [CH:1]1([CH2:4][OH:5])[CH2:2][CH2:3]1.[OH:6][c:7]1[cH:8][c:9]([C:10](=[O:11])[O:12][CH3:13])[cH:14][c:15]([N:17]2[C:18](=[O:22])[CH2:19][CH2:20][CH2:21]2)[cH:16]1>>[CH:1]1([CH2:4][O:5][c:7]2[cH:8][c:9]([C:10](=[O:11])[O:12][CH3:13])[cH:14][c:15]([N:17]3[C:18](=[O:22])[CH2:19][CH2:20][CH2:21]3)[cH:16]2)[CH2:2][CH2:3]1. The reactants are OCC1CC1, COC(=O)c1cc(O)cc(N2CCCC2=O)c1.